From a dataset of the Open Reaction Database (ORD), a public repository of structured organic reaction records. describe an organic reaction: reactants, conditions, products, and yield Starting materials: COC1=NS(N=C1OC)=O (3,4-dimethoxy-1,2,5-thiadiazole 1-oxide), N(C(=N)N)C1=NC(=NO1)CSCCN (2-[(5-guanidino-1,2,4-oxadiazol-3-yl)methylthio]ethylamine), N (ammonia). Yields the product NC1=NS(N=C1NCCSCC1=NOC(=N1)NC(=N)N)=O (3-Amino-4-{2-[(5-guanidino-1,2,4-oxadiazol-3-yl)methylthio]ethylamino}-1,2,5-thiadiazole 1-oxide). As a reaction SMILES: CO[C:3]1[C:7](OC)=[N:6][S:5](=[O:10])[N:4]=1.[NH:11]([C:15]1[O:19][N:18]=[C:17]([CH2:20][S:21][CH2:22][CH2:23][NH2:24])[N:16]=1)[C:12]([NH2:14])=[NH:13].[NH3:25]>>[NH2:25][C:7]1[C:3]([NH:24][CH2:23][CH2:22][S:21][CH2:20][C:17]2[N:16]=[C:15]([NH:11][C:12]([NH2:14])=[NH:13])[O:19][N:18]=2)=[N:4][S:5](=[O:10])[N:6]=1. Procedure details: When a methanolic solution of 3,4-dimethoxy-1,2,5-thiadiazole 1-oxide is successively treated with an equimolar amount of 2-[(5-guanidino-1,2,4-oxadiazol-3-yl)methylthio]ethylamine and excess ammonia, the title compound is thereby produced. The reactants are [OH-].[Na+] (sodium hydroxide), [Na].[H][H] (sodium hydrogen), S1C(=CC=C1)C(COCCN(C)C)O (1-(2-thienyl)-2-[2-(N,N-dimethylamino)ethoxy]ethanol), C(C)(=O)OC(C)=O (acetic anhydride), [OH-].[Na+] (sodium hydroxide), [N+](=O)(O)[O-] (nitric acid), C(C)(=O)OC(C)=O (acetic anhydride), C([O-])([O-])=O (carbonate). Solvent: C(Cl)(Cl)Cl (chloroform). Run at time 2 hour. Yields the product [N+](=O)([O-])C1=CC=C(S1)C(COCCN(C)C)OC(C)=O (1-(5-nitro-2-thienyl)-1-acetoxy-2-[2-(N,N-dimethylamino)ethoxy]ethane). RXN SMILES: [S:1]1[CH:5]=[CH:4][CH:3]=[C:2]1[CH:6]([OH:14])[CH2:7][O:8][CH2:9][CH2:10][N:11]([CH3:13])[CH3:12].[C:15]([O:18]C(=O)C)(=O)[CH3:16].[N+:22]([O-])([OH:24])=[O:23].[Na].[H][H].C(=O)([O-])[O-].[OH-].[Na+]>C(Cl)(Cl)Cl>[N+:22]([C:5]1[S:1][C:2]([CH:6]([O:14][C:15](=[O:18])[CH3:16])[CH2:7][O:8][CH2:9][CH2:10][N:11]([CH3:12])[CH3:13])=[CH:3][CH:4]=1)([O-:24])=[O:23] |f:3.4,6.7,^1:25|. Reported procedure: A mixture of 9.2 g of 1-(2-thienyl)-2-[2-(N,N-dimethylamino)ethoxy]ethanol and 18 ml of acetic anhydride was refluxed for 10 minutes. The reaction mixture was dropwise added to a mixture of 7.8 ml of concentrated nitric acid and 27 ml of acetic anhydride at 0° C. in 30 minutes. The resulting mixture was stirred at the same temperature for 2 hours. The reaction mixture was added to a saturated aqueous sodium hydrogen-. carbonate solution with the pH of the resulting mixture having been adjusted t...